describe an organic reaction: reactants, conditions, products, and yield From a dataset of the Open Reaction Database (ORD), a public repository of structured organic reaction records. Starting materials: C(C(O)C(O)C(=O)O)(=O)O (tartaric acid), ClCC(COC1=CC=CC2=C1CCC(C(C2)=O)(C)C)O (1-(3-chloro-2-hydroxypropoxy)-6,7,8,9-tetrahydro-7,7-dimethyl-5H-benzocyclohepten-6-one), C(C)(C)(C)N (tert-butylamine), CCOCC (ether). Run in O1CCOCC1 (dioxane). Yields the product C(C)(C)(C)NCC(COC1=CC=CC2=C1CCC(C(C2)=O)(C)C)O (1-(3-tert-butylamino-2-hydroxypropoxy)-6,7,8,9-tetrahydro-7,7-dimethyl-5H-benzocyclohepten-6-one). Reaction SMILES: Cl[CH2:2][CH:3]([OH:20])[CH2:4][O:5][C:6]1[C:11]2[CH2:12][CH2:13][C:14]([CH3:19])([CH3:18])[C:15](=[O:17])[CH2:16][C:10]=2[CH:9]=[CH:8][CH:7]=1.C(O)(=O)C(C(C(O)=O)O)O.CCOCC.[C:36]([NH2:40])([CH3:39])([CH3:38])[CH3:37]>O1CCOCC1>[C:36]([NH:40][CH2:2][CH:3]([OH:20])[CH2:4][O:5][C:6]1[C:11]2[CH2:12][CH2:13][C:14]([CH3:19])([CH3:18])[C:15](=[O:17])[CH2:16][C:10]=2[CH:9]=[CH:8][CH:7]=1)([CH3:39])([CH3:38])[CH3:37]. Reported procedure: 2,2 g crude 1-(3-chloro-2-hydroxypropoxy)-6,7,8,9-tetrahydro-7,7-dimethyl-5H-benzocyclohepten-6-one in 20 ml dioxane and 10 ml tert-butylamine are heated at 130° for 20 hours in an autoclave. The reaction mixture is divided between 10% (w/w) aqueous tartaric acid solution and ether. The aqueous phase is made alkaline and extracted with ether. Evaporation of the ether phase yields the title compound (M.pt of hydrogen maleate 186°-188° after crystallization from ethanol). The reactants are [I-].[K+] (potassium iodide), CC(\C=C\C(C)O)O ((E)-hex-3-ene-2,5-diol), N12CCN(CC1)CC2 (1,4-diazabicyclo[2.2.2]octane), C(C1=CC(C(=O)Cl)=CC=C1)(=O)Cl (isophthaloyl chloride), C(C)(=O)OC=1C=C(C=C(C(=O)Cl)C1)C(=O)Cl (5-acetoxy isophthaloyl chloride), C(CCC)(O)O (butanediol). The solvent is N1=CC=CC=C1 (pyridine), N1=CC=CC=C1 (pyridine). Conditions: time 24 hour. Product: CC(\C=C\C(C)O)O.C(C1=CC(C(=O)Cl)=CC=C1)(=O)Cl.C(C)(=O)OC=1C=C(C=C(C(=O)Cl)C1)C(=O)Cl ((E)-Hex-3-ene-2,5-diol isophthaloyl chloride 5-acetoxy isophthaloyl chloride). Reaction SMILES: [CH3:1][CH:2]([OH:8])/[CH:3]=[CH:4]/[CH:5]([OH:7])[CH3:6].[C:9]([Cl:20])(=[O:19])[C:10]1[CH:18]=[CH:17][CH:16]=[C:12]([C:13]([Cl:15])=[O:14])[CH:11]=1.[C:21]([O:24][C:25]1[CH:26]=[C:27]([C:34]([Cl:36])=[O:35])[CH:28]=[C:29]([CH:33]=1)[C:30]([Cl:32])=[O:31])(=[O:23])[CH3:22].N12CCN(CC1)CC2.[I-].[K+].C(O)(O)CCC>N1C=CC=CC=1>[CH3:1][CH:2]([OH:8])/[CH:3]=[CH:4]/[CH:5]([OH:7])[CH3:6].[C:13]([Cl:15])(=[O:14])[C:12]1[CH:16]=[CH:17][CH:18]=[C:10]([C:9]([Cl:20])=[O:19])[CH:11]=1.[C:21]([O:24][C:25]1[CH:33]=[C:29]([C:30]([Cl:32])=[O:31])[CH:28]=[C:27]([CH:26]=1)[C:34]([Cl:36])=[O:35])(=[O:23])[CH3:22] |f:4.5,8.9.10|. Reported procedure: A solution of (E)-hex-3-ene-2,5-diol (122) (0.441 g, 3.8 mmol), isophthaloyl chloride (115) (0.406 g, 2.0 mmol), 5-acetoxy isophthaloyl chloride (117) (0.522 g, 2.0 mmol), a catalytic amount of 1,4-diazabicyclo[2.2.2]octane, and a catalytic amount of potassium iodide in 20 mL of pyridine was brought to 50° C. while stirring under nitrogen. After 24 hours, butanediol (0.072 g, 0.8 mmol) diluted in 10 mL of pyridine was added to the reaction mixture using a syringe pump over 8 hours. The solution ... The reactants are N (ammonia), ClC1=C(C=O)C=CC=C1 (o-chlorobenzaldehyde), CS(=O)(=O)OCC#C (propargyl methanesulfonate). Run in C1(=CC=CC=C1)C (toluene). Conditions: time 10 hour. The product is crude product, ClC1=C(C=NCC#C)C=CC=C1 (N-(2-chlorobenzylidene)-2-propynylamine). RXN SMILES: [NH3:1].[Cl:2][C:3]1[CH:10]=[CH:9][CH:8]=[CH:7][C:4]=1[CH:5]=O.CS(O[CH2:16][C:17]#[CH:18])(=O)=O>C1(C)C=CC=CC=1>[Cl:2][C:3]1[CH:10]=[CH:9][CH:8]=[CH:7][C:4]=1[CH:5]=[N:1][CH2:16][C:17]#[CH:18]. Procedure details: An aqueous 28% ammonia solution (12.1 g, 200 mmol) and o-chlorobenzaldehyde (3.65 g, 26 mmol) were mixed and a solution prepared by dissolving propargyl methanesulfonate (2.68 g, 20 mmol) in 10.7 g of toluene was added dropwise at 20° C. over 0.6 hour to the solution, followed by stirring at the same temperature for 10 hours. After separating, the resulting organic phase was concentrated to obtain a crude product of N-(2-chlorobenzylidene)-2-propynylamine. Starting materials: O=C(OCc1ccccc1)N1CCc2c([nH]c3ccccc23)C1, CCCC[N+](CCCC)(CCCC)CCCC, ClCCl, [Na+], [OH-], O, O=S(=O)([O-])O, O=S(=O)(Cl)c1ccccc1. Yields the product O=C(OCc1ccccc1)N1CCc2c(n(S(=O)(=O)c3ccccc3)c3ccccc23)C1. As a reaction SMILES: [CH2:3]([c:4]1[cH:5][cH:6][cH:7][cH:8][cH:9]1)[O:10][C:11](=[O:12])[N:13]1[CH2:14][c:15]2[nH:16][c:17]3[cH:18][cH:19][cH:20][cH:21][c:22]3[c:23]2[CH2:24][CH2:25]1.[CH2:42]([N+:43]([CH2:44][CH2:45][CH2:46][CH3:47])([CH2:48][CH2:49][CH2:50][CH3:51])[CH2:52][CH2:53][CH2:54][CH3:55])[CH2:56][CH2:57][CH3:58].[CH2:59]([Cl:60])[Cl:61].[Na+:2].[OH-:1].[OH2:36].[S:37]([O-:38])([OH:39])(=[O:40])=[O:41].[c:26]1([S:32](=[O:33])(=[O:34])[Cl:35])[cH:27][cH:28][cH:29][cH:30][cH:31]1>>[CH2:3]([c:4]1[cH:5][cH:6][cH:7][cH:8][cH:9]1)[O:10][C:11](=[O:12])[N:13]1[CH2:14][c:15]2[n:16]([S:32]([c:26]3[cH:27][cH:28][cH:29][cH:30][cH:31]3)(=[O:33])=[O:34])[c:17]3[cH:18][cH:19][cH:20][cH:21][c:22]3[c:23]2[CH2:24][CH2:25]1.